This data is from the Open Reaction Database (ORD), a public repository of structured organic reaction records. The task is: describe an organic reaction: reactants, conditions, products, and yield The reactants are C1CCOC1, Cc1cc(CO)cc(C)c1-c1ccc(C(F)(F)F)cc1, O, BrP(Br)Br. Yields the product Cc1cc(CBr)cc(C)c1-c1ccc(C(F)(F)F)cc1. As a reaction SMILES: [CH2:26]1[O:27][CH2:28][CH2:29][CH2:30]1.[CH3:1][c:2]1[c:3](-[c:11]2[cH:12][cH:13][c:14]([C:17]([F:18])([F:19])[F:20])[cH:15][cH:16]2)[c:4]([CH3:10])[cH:5][c:6]([CH2:8][OH:9])[cH:7]1.[OH2:25].[P:21]([Br:22])([Br:23])[Br:24]>>[CH3:1][c:2]1[c:3](-[c:11]2[cH:12][cH:13][c:14]([C:17]([F:18])([F:19])[F:20])[cH:15][cH:16]2)[c:4]([CH3:10])[cH:5][c:6]([CH2:8][Br:22])[cH:7]1. The reactants are N1(CCC1)CCN1C(=NC(=C1)C1=CC(=NC=C1)C(C)C)C1CCNCC1 (4-[1-(2-azetidin-1-yl-ethyl)-2-piperidin-4-yl-1H-imidazol-4-yl]-2-isopropyl-pyridine), ClC1=C(C(=NC=N1)N)OCC (6-chloro-5-ethoxy-pyrimidin-4-ylamine). The product is N1(CCC1)CCN1C(=NC(=C1)C1=CC(=NC=C1)C(C)C)C1CCN(CC1)C1=C(C(=NC=N1)N)OCC (6-{4-[1-(2-Azetidin-1-yl-ethyl)-4-(2-isopropyl-pyridin-4-yl)-1H-imidazol-2-yl]-piperidin-1-yl}-5-ethoxy-pyrimidin-4-ylamine). Reaction SMILES: [N:1]1([CH2:5][CH2:6][N:7]2[CH:11]=[C:10]([C:12]3[CH:17]=[CH:16][N:15]=[C:14]([CH:18]([CH3:20])[CH3:19])[CH:13]=3)[N:9]=[C:8]2[CH:21]2[CH2:26][CH2:25][NH:24][CH2:23][CH2:22]2)[CH2:4][CH2:3][CH2:2]1.Cl[C:28]1[N:33]=[CH:32][N:31]=[C:30]([NH2:34])[C:29]=1[O:35][CH2:36][CH3:37]>>[N:1]1([CH2:5][CH2:6][N:7]2[CH:11]=[C:10]([C:12]3[CH:17]=[CH:16][N:15]=[C:14]([CH:18]([CH3:20])[CH3:19])[CH:13]=3)[N:9]=[C:8]2[CH:21]2[CH2:22][CH2:23][N:24]([C:28]3[N:33]=[CH:32][N:31]=[C:30]([NH2:34])[C:29]=3[O:35][CH2:36][CH3:37])[CH2:25][CH2:26]2)[CH2:4][CH2:3][CH2:2]1. Reported procedure: The title compound was prepared according to the procedure described for the preparation of compound “1” by using 4-[1-(2-azetidin-1-yl-ethyl)-2-piperidin-4-yl-1H-imidazol-4-yl]-2-isopropyl-pyridine and 6-chloro-5-ethoxy-pyrimidin-4-ylamine as the starting materials. LC-MS (M+H=491, obsd=491). Reactants: CCOC(=O)C(=NOC)c1csc2cc(F)ccc12, CCO, [Na+], [OH-]. Product: CON=C(C(=O)O)c1csc2cc(F)ccc12. Reaction SMILES: [CH3:1][O:2][N:3]=[C:4]([C:5](=[O:6])[O:7][CH2:8][CH3:9])[c:10]1[cH:11][s:12][c:13]2[c:14]1[cH:15][cH:16][c:17]([F:19])[cH:18]2.[CH3:22][CH2:23][OH:24].[Na+:21].[OH-:20]>>[CH3:1][O:2][N:3]=[C:4]([C:5](=[O:6])[OH:7])[c:10]1[cH:11][s:12][c:13]2[c:14]1[cH:15][cH:16][c:17]([F:19])[cH:18]2. The reactants are FC(C(=O)O)(F)F (trifluoroacetic acid), C(C)(C)(C)OC(COC=1C=C(C(=O)NC=2C(=C(N3C=CC=CC23)C(=O)C=2C=CC(=C(C(=O)OCC3=CC=CC=C3)C2)NC(C(F)(F)F)=O)C)C=CC1)=O (benzyl 5-[(1-{[3-(2-tert-butoxy-2-oxoethoxy)benzoyl]amino}-2-methylindolizin-3-yl)carbonyl]-2-[(trifluoroacetyl)amino]benzoate), C(C)OCC (ethyl ether). Solvent: ClCCl (dichloromethane). Yields the product C(C1=CC=CC=C1)OC(=O)C=1C=C(C(=O)C2=C(C(=C3C=CC=CN23)NC(=O)C=2C=C(OCC(=O)O)C=CC2)C)C=CC1NC(C(F)(F)F)=O ((3-{[(3-{3-[(Benzyloxy)carbonyl]-4-[(trifluoroacetyl)amino]benzoyl}-2-methylindolizin-1-yl)amino]carbonyl}phenoxy)acetic acid). Yield: 98.7%. Reaction SMILES: FC(F)(F)C(O)=O.C([O:12][C:13](=[O:60])[CH2:14][O:15][C:16]1[CH:17]=[C:18]([CH:57]=[CH:58][CH:59]=1)[C:19]([NH:21][C:22]1[C:23]([CH3:56])=[C:24]([C:31]([C:33]2[CH:34]=[CH:35][C:36]([NH:49][C:50](=[O:55])[C:51]([F:54])([F:53])[F:52])=[C:37]([CH:48]=2)[C:38]([O:40][CH2:41][C:42]2[CH:47]=[CH:46][CH:45]=[CH:44][CH:43]=2)=[O:39])=[O:32])[N:25]2[C:30]=1[CH:29]=[CH:28][CH:27]=[CH:26]2)=[O:20])(C)(C)C.C(OCC)C>ClCCl>[CH2:41]([O:40][C:38]([C:37]1[CH:48]=[C:33]([CH:34]=[CH:35][C:36]=1[NH:49][C:50](=[O:55])[C:51]([F:54])([F:53])[F:52])[C:31]([C:24]1[N:25]2[C:30]([CH:29]=[CH:28][CH:27]=[CH:26]2)=[C:22]([NH:21][C:19]([C:18]2[CH:17]=[C:16]([CH:59]=[CH:58][CH:57]=2)[O:15][CH2:14][C:13]([OH:60])=[O:12])=[O:20])[C:23]=1[CH3:56])=[O:32])=[O:39])[C:42]1[CH:47]=[CH:46][CH:45]=[CH:44][CH:43]=1. Procedure details: 17 ml (0.22 mol) of trifluoroacetic acid are added to the suspension of 7.95 g (10.9 mmol) of benzyl 5-[(1-{[3-(2-tert-butoxy-2-oxoethoxy)benzoyl]amino}-2-methylindolizin-3-yl)carbonyl]-2-[(trifluoroacetyl)amino]benzoate in 55 ml of dichloromethane at ambient temperature. The mixture becomes rapidly homogenized. The solution is stirred for 3 hours and concentrated to dryness. The solid obtained is taken up with ethyl ether, filtered and dried. 7.25 g (99%) of an orange powder are obtained. Reactants: CSC1C(NC2=C(C=CC=C12)C1=CC=CC=C1)=O (3-methylthio-7-phenylindolin-2-one), product. Reagents/catalysts: [Ni].O (Raney nickel water). The solvent is O1CCCC1 (tetrahydrofuran). Yields the product C1(=CC=CC=C1)C=1C=CC=C2CC(NC12)=O (7-Phenylindolin-2-one). RXN SMILES: CS[CH:3]1[C:11]2[C:6](=[C:7]([C:12]3[CH:17]=[CH:16][CH:15]=[CH:14][CH:13]=3)[CH:8]=[CH:9][CH:10]=2)[NH:5][C:4]1=[O:18]>[Ni].O.O1CCCC1>[C:12]1([C:7]2[CH:8]=[CH:9][CH:10]=[C:11]3[C:6]=2[NH:5][C:4](=[O:18])[CH2:3]3)[CH:13]=[CH:14][CH:15]=[CH:16][CH:17]=1 |f:1.2|. Procedure: A stirred solution of 21.5 g. (0.084 mole) of 3-methylthio-7-phenylindolin-2-one in 400 ml. of tetrahydrofuran was treated portionwise with 110 g. of a commercial Raney nickel/water slurry over a 3 hr. period. The mixture was filtered through Celite and the filtrate was concentrated to a gummy residue. The residue was recrystallized from cyclohexane-benzene to yield 7.6 g. (43%) of product as tan needles, m.p. 167°-169° C. Reactants: BrC1=CC=CC=2C3=C(OC21)CCCC3 (6-bromo-1,2,3,4-tetrahydrodibenzofuran), Cl (hydrochloric acid), [Mg] (magnesium), C(=O)=O (Dry ice). The solvent is O1CCCC1 (tetrahydrofuran), C(Cl)(Cl)Cl (chloroform), O1CCCC1 (tetrahydrofuran). Reaction conditions: temperature 4 celsius, time 30 minute. Product: C1CCCC=2OC3=C(C21)C=CC=C3C(=O)O (1,2,3,4-tetrahydrodibenzofuran-6-carboxylic acid). Isolated yield 89.1%. Reaction SMILES: [Mg].Br[C:3]1[C:11]2[O:10][C:9]3[CH2:12][CH2:13][CH2:14][CH2:15][C:8]=3[C:7]=2[CH:6]=[CH:5][CH:4]=1.[C:16](=[O:18])=[O:17].Cl>O1CCCC1.C(Cl)(Cl)Cl>[CH2:15]1[C:8]2[C:7]3[CH:6]=[CH:5][CH:4]=[C:3]([C:16]([OH:18])=[O:17])[C:11]=3[O:10][C:9]=2[CH2:12][CH2:13][CH2:14]1. Procedure: To a suspension of magnesium (345 mg) in tetrahydrofuran (5 ml) was added 6-bromo-1,2,3,4-tetrahydrodibenzofuran (3.39 g) in tetrahydrofuran (15 ml) dropwise. The mixture was refluxed for 1 hour and cooled to 4° C. Dry ice (2.7 g) was added to the mixture and the mixture was stirred at ambient temperature for 30 minutes. To the mixture was added 3.6% hydrochloric acid and chloroform. The organic layer was separated, dried over sodium sulfate and concentrated in vacuo. The residue was crystallize... Starting materials: NCCC(=O)O (Beta Alanine), [N+](=O)(O)[O-].NCCC(=O)O (Beta Alanine Nitrate), [N+](=O)(O)[O-] (nitric acid). The solvent is O (water). Product: [N+](=O)(O)[O-].[N+](=O)(O)[O-].NCCC(=O)O (Beta Alanine Dinitrate), [N+](=O)(O)[O-].[N+](=O)(O)[O-].[N+](=O)(O)[O-].NCCC(=O)O (Beta Alanine Trinitrate). As a reaction SMILES: [N+:1]([O-:4])([OH:3])=[O:2].[NH2:5][CH2:6][CH2:7][C:8]([OH:10])=[O:9].[N+:11]([O-:14])([OH:13])=[O:12].[NH2:15][CH2:16][CH2:17][C:18]([OH:20])=[O:19]>O>[N+:1]([O-:4])([OH:3])=[O:2].[N+:11]([O-:14])([OH:13])=[O:12].[NH2:5][CH2:6][CH2:7][C:8]([OH:10])=[O:9].[N+:1]([O-:4])([OH:3])=[O:2].[N+:1]([O-:4])([OH:3])=[O:2].[N+:1]([O-:4])([OH:3])=[O:2].[NH2:15][CH2:16][CH2:17][C:18]([OH:20])=[O:19] |f:0.1,5.6.7,8.9.10.11|. Reported procedure: Applicants have cost-effectively synthesized Beta Alanine Nitrate by combining nitric acid and Beta Alanine, mixing with water, and leaving to crystallize. Further nitratization can take place, yielding Beta Alanine Dinitrate or Beta Alanine Trinitrate. An alternative implementation comprises using Nitrous Acid (HNO2) instead of Nitric Acid (HNO3), thus yielding Beta Alanine Nitrite. Beta Alanine Nitrite has the same effects as Beta Alanine Nitrate, the only difference being that it requires one... Starting materials: FC(C(=O)O)(F)F (Trifluoroacetic acid), C(C1=CC=CC=C1)(C1=CC=CC=C1)(C1=CC=CC=C1)NCCC1(CN(CCC1)C(=O)OC(C)(C)C)C(=O)OCC (1-tert-butyl 3-ethyl 3-[2-(tritylamino)ethyl]piperidine-1,3-dicarboxylate), C(Cl)Cl (methylene chloride), O1CCOCC1 (1,4-dioxane), C(C)(C)N(C(C)C)CC (N,N-diisopropylethylamine), resultant mixture. Conditions: time 1 hour. The product is C1(NCCC12CNCCC2)=O (2,7-diazaspiro[4.5]decan-1-one). As a reaction SMILES: FC(F)(F)C(O)=O.C([NH:27][CH2:28][CH2:29][C:30]1([C:43]([O:45]CC)=O)[CH2:35][CH2:34][CH2:33][N:32](C(OC(C)(C)C)=O)[CH2:31]1)(C1C=CC=CC=1)(C1C=CC=CC=1)C1C=CC=CC=1.C(Cl)Cl.O1CCOCC1.C(N(CC)C(C)C)(C)C>>[C:43]1(=[O:45])[C:30]2([CH2:35][CH2:34][CH2:33][NH:32][CH2:31]2)[CH2:29][CH2:28][NH:27]1. Reported procedure: Trifluoroacetic acid (1.0 mL, 0.013 mol) was added to a solution of 1-tert-butyl 3-ethyl 3-[2-(tritylamino)ethyl]piperidine-1,3-dicarboxylate (0.10 g, 0.00018 mol) in methylene chloride (1.0 mL, 0.016 mol) and the mixture was stirred for 1 h at rt to remove the Boc and trityl groups. Then the solvent was removed under vacuum and to the resultant residue was added 1,4-dioxane (3.0 mL, 0.038 mol) followed by N,N-diisopropylethylamine (0.13 mL, 0.00074 mol) and the resultant mixture was stirred at ... Reactants: O1CCCC1 (tetrahydrofuran), N(=[N+]=[N-])CC=1N(C(=C(N1)C(C)C)SC1=CC(=CC(=C1)Cl)Cl)C (2-azidomethyl-5-(3,5-dichlorophenylthio)-4-isopropyl-1-methyl-1H-imidazole), C1(=CC=CC=C1)P(C1=CC=CC=C1)C1=CC=CC=C1 (tripenylphosphine), N(=[N+]=[N-])CC=1N(C(=C(N1)C(C)C)SC1=CC(=CC(=C1)Cl)Cl)C (2-azidomethyl-5-(3,5-dichlorophenylthio)-4-isopropyl-1-methyl-1H-imidazole), C(Cl)Cl.C(C)(=O)OCC (methylene chloride ethyl acetate). Solvent: O (water). Conditions: time 4 hour. The product is NCC=1N(C(=C(N1)C(C)C)SC1=CC(=CC(=C1)Cl)Cl)C (2-aminomethyl-5-(3,5-dichlorophenylthio)-4-isopropyl-1-methyl-1H-imidazole). Isolated yield 91.8%. Reaction SMILES: O1CCCC1.[N:6]([CH2:9][C:10]1[N:11]([CH3:27])[C:12]([S:18][C:19]2[CH:24]=[C:23]([Cl:25])[CH:22]=[C:21]([Cl:26])[CH:20]=2)=[C:13]([CH:15]([CH3:17])[CH3:16])[N:14]=1)=[N+]=[N-].C1(P(C2C=CC=CC=2)C2C=CC=CC=2)C=CC=CC=1.C(Cl)Cl.C(OCC)(=O)C>O>[NH2:6][CH2:9][C:10]1[N:11]([CH3:27])[C:12]([S:18][C:19]2[CH:24]=[C:23]([Cl:25])[CH:22]=[C:21]([Cl:26])[CH:20]=2)=[C:13]([CH:15]([CH3:16])[CH3:17])[N:14]=1 |f:3.4|. Procedure details: To dry tetrahydrofuran solution (60 ml) of 24.2 g of 2-azidomethyl-5-(3,5-dichlorophenylthio)-4-isopropyl-1-methyl-1H-imidazole (29a) was added 19.6 g of tripenylphosphine under ice-cooling, and the mixture was stirred at room temperature for 4 hours. After the reaction completion was confirmed (the disappearance of 29a) by TLC (silica gel, methylene chloride-ethyl acetate=10:1), 50 ml of water was added, and the mixture was stirred at room temperature for 1.5 hours, and left overnight. Tetrahyd...